This data is from the Open Reaction Database (ORD), a public repository of structured organic reaction records. The task is: describe an organic reaction: reactants, conditions, products, and yield The reactants are CCOC(=O)c1ccc(OCCCCN2CCN(CCC(C)(C)C)CC2)c(F)c1, [Na+], C1COCCO1, [OH-], O. Yields the product CC(C)(C)CCN1CCN(CCCCOc2ccc(C(=O)O)cc2F)CC1. As a reaction SMILES: [CH2:4]([CH3:5])[O:6][C:7]([c:8]1[cH:9][c:10]([F:31])[c:11]([O:14][CH2:15][CH2:16][CH2:17][CH2:18][N:19]2[CH2:20][CH2:21][N:22]([CH2:25][CH2:26][C:27]([CH3:28])([CH3:29])[CH3:30])[CH2:23][CH2:24]2)[cH:12][cH:13]1)=[O:32].[Na+:2].[O:33]1[CH2:34][CH2:35][O:36][CH2:37][CH2:38]1.[OH-:1].[OH2:3]>>[O:6]=[C:7]([c:8]1[cH:9][c:10]([F:31])[c:11]([O:14][CH2:15][CH2:16][CH2:17][CH2:18][N:19]2[CH2:20][CH2:21][N:22]([CH2:25][CH2:26][C:27]([CH3:28])([CH3:29])[CH3:30])[CH2:23][CH2:24]2)[cH:12][cH:13]1)[OH:32]. Starting materials: S(=O)(Cl)Cl (thionyl chloride), C(=CCCCCCCC)C1CC1(C)C (2-(1-nonen-1-yl)-3,3-dimethylcyclopropane), C(Cl)Cl (methylene chloride). Yields the product C(=CCCCCCCC)C1C(C1(C)C)C(=O)Cl (2-(1-nonen-1-yl)-3,3-dimethylcyclopropanecarboxylic acid chloride). As a reaction SMILES: S(Cl)(Cl)=[O:2].[CH:5]([CH:14]1[C:16]([CH3:18])([CH3:17])[CH2:15]1)=[CH:6][CH2:7][CH2:8][CH2:9][CH2:10][CH2:11][CH2:12][CH3:13].[CH2:19]([Cl:21])Cl>CN(C)C=O>[CH:5]([CH:14]1[C:16]([CH3:17])([CH3:18])[CH:15]1[C:19]([Cl:21])=[O:2])=[CH:6][CH2:7][CH2:8][CH2:9][CH2:10][CH2:11][CH2:12][CH3:13]. Reagents/catalysts: CN(C=O)C (dimethylformamide). Procedure details: 2 drops of dimethylformamide and then 11.2 g (0.095 mol) of thionyl chloride were added to a solution of 16.8 g (0.07 mol) of 2-(1-nonen-1-yl)-3,3-dimethylcyclopropane acid in 80 ml of methylene chloride. The mixture was then boiled under reflux for 1 hour, the solvent is distilled off in vacuo and the residue was distilled in vacuo. 16 g (89% of theory) of 2-(1-nonen-1-yl)-3,3-dimethylcyclopropanecarboxylic acid chloride with a boiling point of 110°/0.5 mm Hg were obtained in this manner. Isolated yield 89.0%. Starting materials: C(C1=CC=CC=C1)OC(=O)NCCC[C@H](NC(=O)OC(C)(C)C)C(=O)O ((S)-N5-(benzyloxycarbonyl)-N2-(tert-butyloxycarbonyl)-ornithine), C1(CCCCC1)S(=O)(=O)Cl (cyclohexanesulphonyl chloride), Cl.C(#N)[C@H]1NCCC1 ((S)-2-cyano-pyrrolidine hydrochloride). Product: Cl.N[C@@H](CCCN(S(=O)(=O)C1CCCCC1)C)C(N1[C@@H](CCC1)C#N)=O (N-[(4S)-4-Amino-5-oxo-5-((2S)-2-cyano-1-pyrrolidinyl)-pentyl]-N-methyl-cyclohexanesulphonamide Hydrochloride). Reaction SMILES: C(O[C:9]([NH:11][CH2:12][CH2:13][CH2:14][C@@H:15]([C:24]([OH:26])=O)[NH:16]C(OC(C)(C)C)=O)=O)C1C=CC=CC=1.[CH:27]1([S:33]([Cl:36])(=[O:35])=[O:34])[CH2:32][CH2:31][CH2:30][CH2:29][CH2:28]1.Cl.[C:38]([C@@H:40]1[CH2:44][CH2:43][CH2:42][NH:41]1)#[N:39]>>[ClH:36].[NH2:16][C@H:15]([C:24](=[O:26])[N:41]1[CH2:42][CH2:43][CH2:44][C@H:40]1[C:38]#[N:39])[CH2:14][CH2:13][CH2:12][N:11]([CH3:9])[S:33]([CH:27]1[CH2:32][CH2:31][CH2:30][CH2:29][CH2:28]1)(=[O:35])=[O:34] |f:2.3,4.5|. Procedure details: Starting from (S)-N5-(benzyloxycarbonyl)-N2-(tert-butyloxycarbonyl)-ornithine, cyclohexanesulphonyl chloride and (S)-2-cyano-pyrrolidine hydrochloride, the expected product is obtained according to the procedure described in Example 68. Reactants: ClC1=C2NC(C(NC2=C(C(=C1)C(F)(F)F)[N+](=O)[O-])=O)=O (5-chloro-8-nitro-7-trifluoromethyl-1,4-dihydroquinoxaline-2,3-dione), Cl[Sn]Cl (SnCl2). The solvent is CCO (EtOH). Run at temperature 75 celsius, time 12 hour. Product: NC=1C(=CC(=C2NC(C(NC12)=O)=O)Cl)C(F)(F)F (8-Amino-5-chloro-7-trifluoromethyl-1,4-dihydroquinoxaline-2,3-dione). Isolated yield 93.9%. As a reaction SMILES: [Cl:1][C:2]1[CH:11]=[C:10]([C:12]([F:15])([F:14])[F:13])[C:9]([N+:16]([O-])=O)=[C:8]2[C:3]=1[NH:4][C:5](=[O:20])[C:6](=[O:19])[NH:7]2.Cl[Sn]Cl>CCO>[NH2:16][C:9]1[C:10]([C:12]([F:15])([F:14])[F:13])=[CH:11][C:2]([Cl:1])=[C:3]2[C:8]=1[NH:7][C:6](=[O:19])[C:5](=[O:20])[NH:4]2. Procedure: A mixture of 5-chloro-8-nitro-7-trifluoromethyl-1,4-dihydroquinoxaline-2,3-dione (25 mg, 0.08 mmol), SnCl2 ·2 H2O (97 mg, 0.34 mmol) and EtOH (3 mL) was heated at 75° C. with stirring for 12 h. Work-up as above gave 21 mg (93%) of the title compound as a yellow powder. Mp>360° C. 1H NMR (DMSO-d6) 11.441 (s, 1H), 11.324 (s, 1H), 7.241 (s, 1H), 5.916 (s, 2H). Reactants: CNC (dimethylamine), ClCC1=NC2=CC3=C(C=C2C(=[N+]1[O-])C1=CC2=C(C=C1)OCO2)OCO3 (2-chloromethyl-6,7-methylenedioxy-4-(3,4-methylenedioxyphenyl)quinazoline-3-oxide). Run in C1CCOC1 (THF). Run at temperature 65 celsius, time 2 hour. Product: CN(C)CC1=NC2=CC3=C(C=C2C(=[N+]1[O-])C1=CC2=C(C=C1)OCO2)OCO3 (2-Dimethylaminomethyl-6,7-methylenedioxy-4-(3,4-methylenedioxyphenyl)quinazoline-3-oxide). RXN SMILES: Cl[CH2:2][C:3]1[N+:12]([O-:13])=[C:11]([C:14]2[CH:19]=[CH:18][C:17]3[O:20][CH2:21][O:22][C:16]=3[CH:15]=2)[C:10]2[C:5](=[CH:6][C:7]3[O:25][CH2:24][O:23][C:8]=3[CH:9]=2)[N:4]=1.[CH3:26][NH:27][CH3:28]>C1COCC1>[CH3:26][N:27]([CH2:2][C:3]1[N+:12]([O-:13])=[C:11]([C:14]2[CH:19]=[CH:18][C:17]3[O:20][CH2:21][O:22][C:16]=3[CH:15]=2)[C:10]2[C:5](=[CH:6][C:7]3[O:25][CH2:24][O:23][C:8]=3[CH:9]=2)[N:4]=1)[CH3:28]. Reported procedure: To a suspension of 2-chloromethyl-6,7-methylenedioxy-4-(3,4-methylenedioxyphenyl)quinazoline-3-oxide (200 mg, 0.55 mmol), in THF (6 mL), was added dimethylamine (2M in THF 2 mL, 4 mmol). The mixture as stirred at 65° C. for 2 h. After cooling, the solvent was evaporated and the residue was purified by column chromatography on silica gel (hexane:acetone 4:1); mp 205-210° C. 1H NMR (CDCl3) 7.41 (s, 1H), 6.90-7.06 (m, 4H), 6.78 (s, 1H) 6.11 (s, 2H), 6.08 (s, 2H), 4.05 (s, 2H), 2.52 (s, 6H). RXN SMILES: [CH3:1][O:2][C:3]([CH:4]([CH2:5][CH:6]1[CH2:7][CH2:8][CH2:9][CH2:10]1)[c:11]1[cH:12][c:13]([S:17](=[O:18])(=[O:19])[C:20]([F:21])([F:22])[F:23])[cH:14][cH:15][cH:16]1)=[O:24].[Li+:25].[O:27]1[CH2:28][CH2:29][CH2:30][CH2:31]1.[OH-:26]>>[O:2]=[C:3]([CH:4]([CH2:5][CH:6]1[CH2:7][CH2:8][CH2:9][CH2:10]1)[c:11]1[cH:12][c:13]([S:17](=[O:18])(=[O:19])[C:20]([F:21])([F:22])[F:23])[cH:14][cH:15][cH:16]1)[OH:24]. Yields the product O=C(O)C(CC1CCCC1)c1cccc(S(=O)(=O)C(F)(F)F)c1. Reactants: COC(=O)C(CC1CCCC1)c1cccc(S(=O)(=O)C(F)(F)F)c1, [Li+], C1CCOC1, [OH-].